The task is: describe an organic reaction: reactants, conditions, products, and yield. This data is from the Open Reaction Database (ORD), a public repository of structured organic reaction records. The reactants are C(C)(C)(C)OC(=O)N[C@H](C(C)C)COCC1=CC=CC=C1 (N-tert-butoxycarbonyl-O-benzyl-D-valinol). The solvent is C(=O)O (formic acid). Yields the product C(C1=CC=CC=C1)OC[C@H](N)C(C)C (O-BENZYL-D-VALINOL), oil. Isolated yield 79.0%. Reaction SMILES: C(OC([NH:8][C@@H:9]([CH2:13][O:14][CH2:15][C:16]1[CH:21]=[CH:20][CH:19]=[CH:18][CH:17]=1)[CH:10]([CH3:12])[CH3:11])=O)(C)(C)C>C(O)=O>[CH2:15]([O:14][CH2:13][C@@H:9]([CH:10]([CH3:12])[CH3:11])[NH2:8])[C:16]1[CH:21]=[CH:20][CH:19]=[CH:18][CH:17]=1. Procedure: A solution of N-tert-butoxycarbonyl-O-benzyl-D-valinol (9.95 g, 34 mmol) in formic acid (50 ml) was stirred for 4 hours at room temperature. After removal of the formic acid in vacuo, the sticky residue was dissolved in water (100 ml), neutralized with a saturated solution of sodium bicarbonate (100 ml) and the organic material extracted twice with ethyl acetate (2×200 ml). The organic phases were washed until neutral with water (2×200 ml) and the combined organic layers were dried on sodium sul... Starting materials: CC1(OB(OC1(C)C)C=1C=CC2=C(N=C(O2)C2CCN(CC2)C(=O)OC(C)C)C1)C (Isopropyl 4-(5-(4,4,5,5-tetramethyl-1,3,2-dioxaborolan-2-yl)benzo[d]oxazol-2-yl)piperidine-1-carboxylate), BrC1=C(C=C(C(=O)N)C=C1)Cl (4-bromo-3-chlorobenzamide). Yields the product C(N)(=O)C1=CC(=C(C=C1)C=1C=CC2=C(N=C(O2)C2CCN(CC2)C(=O)OC(C)C)C1)Cl (Isopropyl 4-[5-(4-carbamoyl-2-chlorophenyl)benzo[d]oxazol-2-yl]piperidine-1-carboxylate). Isolated yield 37.7%. RXN SMILES: CC1(C)C(C)(C)OB([C:9]2[CH:10]=[CH:11][C:12]3[O:16][C:15]([CH:17]4[CH2:22][CH2:21][N:20]([C:23]([O:25][CH:26]([CH3:28])[CH3:27])=[O:24])[CH2:19][CH2:18]4)=[N:14][C:13]=3[CH:29]=2)O1.Br[C:32]1[CH:40]=[CH:39][C:35]([C:36]([NH2:38])=[O:37])=[CH:34][C:33]=1[Cl:41]>>[C:36]([C:35]1[CH:39]=[CH:40][C:32]([C:9]2[CH:10]=[CH:11][C:12]3[O:16][C:15]([CH:17]4[CH2:22][CH2:21][N:20]([C:23]([O:25][CH:26]([CH3:27])[CH3:28])=[O:24])[CH2:19][CH2:18]4)=[N:14][C:13]=3[CH:29]=2)=[C:33]([Cl:41])[CH:34]=1)(=[O:37])[NH2:38]. Procedure: Following the General Procedure-3, the titled compound (80 mg) was prepared from Intermediate 14 (200 mg, 0.48 mmol) and 4-bromo-3-chlorobenzamide (105 mg, 0.48 mmol) as a brown solid. M.P.: 178-182° C. MS (m/z): 442.0 [M+H]+. Starting materials: O=C(OC(Cl)(Cl)Cl)OC(Cl)(Cl)Cl, OC1CCOCC1, C1CCOC1, c1ccncc1. Yields the product O=C(Cl)OC1CCOCC1. As a reaction SMILES: [C:1]([O:2][C:3]([Cl:4])([Cl:11])[Cl:12])(=[O:5])[O:6][C:7]([Cl:8])([Cl:9])[Cl:10].[O:19]1[CH2:20][CH2:21][CH:22]([OH:25])[CH2:23][CH2:24]1.[O:26]1[CH2:27][CH2:28][CH2:29][CH2:30]1.[cH:13]1[cH:14][cH:15][n:16][cH:17][cH:18]1>>[O:2]=[C:3]([Cl:4])[O:25][CH:22]1[CH2:21][CH2:20][O:19][CH2:24][CH2:23]1. Starting materials: CCCCOC(=O)C=O, [Na+], [OH-], COP([O-])OC. Yields the product CCCCOC(=O)C(O)P(=O)(OC)OC. As a reaction SMILES: [CH2:9]([CH2:10][CH2:11][CH3:12])[O:13][C:14]([CH:15]=[O:16])=[O:17].[Na+:2].[OH-:1].[P:3]([O:4][CH3:5])([O:6][CH3:7])[O-:8]>>[P:3]([O:4][CH3:5])([O:6][CH3:7])(=[O:8])[CH:15]([C:14]([O:13][CH2:9][CH2:10][CH2:11][CH3:12])=[O:17])[OH:16]. Reactants: COc1cccc(SCC2C(C)(O)CCC3C(C)(C)CCCC32C)c1, Cl[Sn](Cl)(Cl)Cl, ClCCl. Yields the product COc1ccc2c(c1)SCC1C2(C)CCC2C(C)(C)CCCC21C. RXN SMILES: [CH3:1][O:2][c:3]1[cH:4][c:5]([S:9][CH2:10][CH:11]2[C:12]([OH:24])([CH3:25])[CH2:13][CH2:14][CH:15]3[C:16]([CH3:22])([CH3:23])[CH2:17][CH2:18][CH2:19][C:20]23[CH3:21])[cH:6][cH:7][cH:8]1.[Cl:26][Sn:27]([Cl:28])([Cl:29])[Cl:30].[Cl:31][CH2:32][Cl:33]>>[CH3:1][O:2][c:3]1[cH:4][c:5]2[c:6]([cH:7][cH:8]1)[C:12]1([CH3:25])[CH:11]([CH2:10][S:9]2)[C:20]2([CH3:21])[CH:15]([CH2:14][CH2:13]1)[C:16]([CH3:22])([CH3:23])[CH2:17][CH2:18][CH2:19]2. Starting materials: hydrazide, C(C1=CC=CC=C1)[C@@H](C(=O)O)CCO ((R)-2-benzyl-4hydroxybutanoic acid), N(=O)[O-].[Na+] (sodium nitrite). The solvent is OS(=O)(=O)O (H2SO4). Conditions: temperature 2.5 celsius. Yields the product C(C1=CC=CC=C1)[C@H](CCO)N ((R)-1-benzyl-3-hydroxypropylamine). As a reaction SMILES: [CH2:1]([C@H:8]([CH2:12][CH2:13][OH:14])C(O)=O)[C:2]1[CH:7]=[CH:6][CH:5]=[CH:4][CH:3]=1.[N:15]([O-])=O.[Na+]>OS(O)(=O)=O>[CH2:1]([C@@H:8]([NH2:15])[CH2:12][CH2:13][OH:14])[C:2]1[CH:7]=[CH:6][CH:5]=[CH:4][CH:3]=1 |f:1.2|. Procedure details: The hydrazide of (R)-2-benzyl-4hydroxybutanoic acid (0.5 gram) is reacted with a solution of 0.5 grams of sodium nitrite in 10 ml of 5% H2SO4. The reaction mixture is maintained for 1 hour at 0-5° C., followed extraction of the reaction mixture with ethyl acetate, followed by basification of the resulting aqueous solution with NaOH, extraction with methyl t-butyl ether, drying of the extracts over MgSO4, filtration, and the removal of solvent by rotary evaporation. The product (R)-1-benzyl-3-hyd... Starting materials: CC1=CC=CC(=N1)C#N (6-methyl-2-pyridinecarbonitrile). The reagents and catalysts are O=[Pt]=O (PtO2). The solvent is C(=O)(C(F)(F)F)O (TFA). Conditions: time 50 hour. Product: C[C@@H]1CCC[C@@H](N1)CN (1-(cis-6-Methylpiperidin-2-yl)methanamine). RXN SMILES: [CH3:1][C:2]1[N:7]=[C:6]([C:8]#[N:9])[CH:5]=[CH:4][CH:3]=1>C(O)(C(F)(F)F)=O.O=[Pt]=O>[CH3:1][C@H:2]1[NH:7][C@@H:6]([CH2:8][NH2:9])[CH2:5][CH2:4][CH2:3]1. Procedure: To a solution (4.0 M) of 6-methyl-2-pyridinecarbonitrile in TFA was added PtO2 (0.1 eq) and the mixture was stirred for 50 h under H2 atmosphere at 50 psi. The reaction mixture was filtered and concentrated at reduced pressure to afford the title compound SS1. MS (ES) C7H16N2 required: 128, found: 129 (M+H)+.